This data is from the Open Reaction Database (ORD), a public repository of structured organic reaction records. The task is: describe an organic reaction: reactants, conditions, products, and yield The reactants are BrC1=CC(=C(C(=O)O)C=C1)C (4-bromo-2-methylbenzoic acid), [Li]CCCC (n-BuLi), CN(C)C=O (DMF), C(=O)C1=CC(=C(C(=O)O)C=C1)C (4-Formyl-2-methylbenzoic acid). Solvent: C1CCOC1 (THF). Reaction conditions: temperature -78 celsius, time 1 hour. Product: CC1=C(C(=O)OCC)C=CC(=C1)C=C (Ethyl 2-methyl-4-vinylbenzoate). Yield: 40.0%. As a reaction SMILES: [CH:1]([C:3]1[CH:11]=[CH:10][C:6]([C:7]([OH:9])=[O:8])=[C:5]([CH3:12])[CH:4]=1)=O.Br[C:14]1C=CC(C(O)=O)=C(C)[CH:15]=1.[Li][CH2:25]CCC.CN(C=O)C>C1COCC1>[CH3:12][C:5]1[CH:4]=[C:3]([CH:1]=[CH2:25])[CH:11]=[CH:10][C:6]=1[C:7]([O:9][CH2:14][CH3:15])=[O:8]. Procedure: 4-Formyl-2-methylbenzoic acid (AI15). To a stirred solution of 4-bromo-2-methylbenzoic acid (10 g, 46.4 mmol) in dry THF (360 mL) at −78° C. was added n-BuLi (1.6 M solution in hexanes; 58.17 mL, 93.0 mmol) and DMF (8 mL). The reaction mixture was stirred at −78° C. for 1 h then was warmed to 25° C. and stirred for 1 h. The reaction mixture was quenched with 1 N HCl solution and extracted with EtOAc. The combined EtOAc extracts were washed with brine and dried over Na2SO4 and concentrated under ... Reactants: O.C(Cl)(Cl)Cl (water chloroform), C(C)(=O)O[C@H]1[C@@H](O[C@@H]([C@H]1OC(C)=O)COC(C)=O)N1C=2N=CNC(C2N=C1)CO (9-(2,3,5-tri-O-acetyl-β-D-ribofuranosyl)-6-hydroxymethyl-1,6-dihydropurine), ( 2 ), [H-].[Na+] (sodium hydride), S(=O)(=O)(C)Cl (mesyl chloride). Solvent: C(OC)COC (dimethoxyethane). Run at time 17 hour. The product is C(C)(=O)O[C@H]1[C@@H](O[C@@H]([C@H]1OC(C)=O)COC(C)=O)N1C=2N=CNC(C2N=C1)COS(=O)(=O)C (9-(2,3,5-tri-O-acetyl-β-D-ribofuranosyl)-6-mesyloxymethyl-1,6-dihydropurine). The yield is 91.0%. Reaction SMILES: [C:1]([O:4][C@@H:5]1[C@H:9]([O:10][C:11](=[O:13])[CH3:12])[C@@H:8]([CH2:14][O:15][C:16](=[O:18])[CH3:17])[O:7][C@H:6]1[N:19]1[CH:27]=[N:26][C:25]2[CH:24]([CH2:28][OH:29])[NH:23][CH:22]=[N:21][C:20]1=2)(=[O:3])[CH3:2].[H-].[Na+].[S:32](Cl)([CH3:35])(=[O:34])=[O:33].O.C(Cl)(Cl)Cl>C(COC)OC>[C:1]([O:4][C@@H:5]1[C@H:9]([O:10][C:11](=[O:13])[CH3:12])[C@@H:8]([CH2:14][O:15][C:16](=[O:18])[CH3:17])[O:7][C@H:6]1[N:19]1[CH:27]=[N:26][C:25]2[CH:24]([CH2:28][O:29][S:32]([CH3:35])(=[O:34])=[O:33])[NH:23][CH:22]=[N:21][C:20]1=2)(=[O:3])[CH3:2] |f:1.2,4.5|. Procedure: 9-(2,3,5-Tri-O-acetyl-β-D-ribofuranosyl)-6-hydroxymethyl-1,6-dihydropurine (VI) (217 mg.) obtained in (2) was dissolved in purified anhydrous dimethoxyethane (10 ml.) and cooled to -10° to -15° C. To the cooled solution were added sodium hydride (76 mg., 3 moles) and mesyl chloride (180 mg., 3 moles), successively. The reaction was conducted at 0° - 5° C. for 17 hours. The reaction mixture was then treated with water-chloroform and the chloroform layer thus separated was washed with 0.5% aqueous... As a reaction SMILES: [CH3:1][O:2][C:3](=[O:4])[C:5]12[CH2:6][CH2:7][C:8]([c:13]3[n:14][c:15]4[n:16]([CH2:27][CH2:28][CH3:29])[c:17](=[O:26])[n:18]([CH2:23][CH2:24][CH3:25])[c:19](=[O:22])[c:20]4[nH:21]3)([CH2:9][CH2:10]1)[CH2:11][CH2:12]2.[CH3:31][c:32]1[cH:33][cH:34][cH:35][cH:36][cH:37]1.[K+:39].[OH-:38].[OH2:30]>>[O:2]=[C:3]([OH:4])[C:5]12[CH2:6][CH2:7][C:8]([c:13]3[n:14][c:15]4[n:16]([CH2:27][CH2:28][CH3:29])[c:17](=[O:26])[n:18]([CH2:23][CH2:24][CH3:25])[c:19](=[O:22])[c:20]4[nH:21]3)([CH2:9][CH2:10]1)[CH2:11][CH2:12]2. Product: CCCn1c(=O)c2[nH]c(C34CCC(C(=O)O)(CC3)CC4)nc2n(CCC)c1=O. The reactants are CCCn1c(=O)c2[nH]c(C34CCC(C(=O)OC)(CC3)CC4)nc2n(CCC)c1=O, Cc1ccccc1, [K+], [OH-], O. Reactants: N(=O)[O-].[Na+] (sodium nitrite), resultant mixture, ClC1=C(C(=CC(=C1)C(F)(F)F)Cl)N1N=CC2=CC=C(C=C12)N (1-(2,6-dichloro-4-trifluoromethylphenyl)-6-aminoindazole), resultant mixture. Solvent: O (water), S(O)(O)(=O)=O (sulfuric acid), S(O)(O)(=O)=O (sulfuric acid). Reaction conditions: time 1 hour. Product: ClC1=C(C(=CC(=C1)C(F)(F)F)Cl)N1N=CC2=CC=C(C=C12)O (1-(2,6-dichloro-4-trifluoromethylphenyl)-6-hydroxyindazole). Isolated yield 59.8%. RXN SMILES: [Cl:1][C:2]1[CH:7]=[C:6]([C:8]([F:11])([F:10])[F:9])[CH:5]=[C:4]([Cl:12])[C:3]=1[N:13]1[C:21]2[C:16](=[CH:17][CH:18]=[C:19](N)[CH:20]=2)[CH:15]=[N:14]1.N([O-])=[O:24].[Na+]>S(=O)(=O)(O)O.O>[Cl:1][C:2]1[CH:7]=[C:6]([C:8]([F:11])([F:10])[F:9])[CH:5]=[C:4]([Cl:12])[C:3]=1[N:13]1[C:21]2[C:16](=[CH:17][CH:18]=[C:19]([OH:24])[CH:20]=2)[CH:15]=[N:14]1 |f:1.2|. Procedure: To a suspension of 1-(2,6-dichloro-4-trifluoromethylphenyl)-6-aminoindazole [Compound No. 47] (10 g) in 50% sulfuric acid (30 g), a solution of sodium nitrite (3 g) in water (10 g) was added dropwise while cooling with ice, and the resultant mixture was stirred. After 1 hour, the mixture was added dropwise for 1 hour to 10% sulfuric acid heated at 100° C. to 110° C., and the resultant mixture was refluxed for 30 minutes. After completion of the reaction, the reaction mixture was cooled and extra... Reactants: [BH4-], Cc1oc(-c2ccc3ccccc3c2)nc1COc1ccc(C=O)cc1, CO, [Na+], C1CCOC1, O. Yields the product Cc1oc(-c2ccc3ccccc3c2)nc1COc1ccc(CO)cc1. As a reaction SMILES: [BH4-:34].[CH3:1][c:2]1[c:3]([CH2:17][O:18][c:19]2[cH:20][cH:21][c:22]([CH:23]=[O:24])[cH:25][cH:26]2)[n:4][c:5](-[c:7]2[cH:8][c:9]3[cH:10][cH:11][cH:12][cH:13][c:14]3[cH:15][cH:16]2)[o:6]1.[CH3:32][OH:33].[Na+:35].[O:27]1[CH2:28][CH2:29][CH2:30][CH2:31]1.[OH2:36]>>[CH3:1][c:2]1[c:3]([CH2:17][O:18][c:19]2[cH:20][cH:21][c:22]([CH2:23][OH:24])[cH:25][cH:26]2)[n:4][c:5](-[c:7]2[cH:8][c:9]3[cH:10][cH:11][cH:12][cH:13][c:14]3[cH:15][cH:16]2)[o:6]1. The reactants are COc1c(C=O)ccc2c1OCO2, Cl, NO, O, c1ccncc1. Product: COc1c(C=NO)ccc2c1OCO2. As a reaction SMILES: [CH3:1][O:2][c:3]1[c:4]([CH:5]=[O:6])[cH:7][cH:8][c:9]2[c:10]1[O:11][CH2:12][O:13]2.[ClH:14].[NH2:15][OH:16].[OH2:17].[cH:18]1[cH:19][cH:20][n:21][cH:22][cH:23]1>>[CH3:1][O:2][c:3]1[c:4]([CH:5]=[N:15][OH:16])[cH:7][cH:8][c:9]2[c:10]1[O:11][CH2:12][O:13]2. Starting materials: CC(=O)OC(C)c1nnc(-c2ccc3occ(Br)c3c2)o1, OB(O)c1cccc(OC(F)(F)F)c1. The product is CC(=O)OC(C)c1nnc(-c2ccc3occ(-c4cccc(OC(F)(F)F)c4)c3c2)o1. As a reaction SMILES: [C:1]([CH3:2])(=[O:3])[O:4][CH:5]([CH3:6])[c:7]1[o:8][c:9](-[c:12]2[cH:13][cH:14][c:15]3[c:16]([c:17]([Br:20])[cH:18][o:19]3)[cH:21]2)[n:10][n:11]1.[F:22][C:23]([O:24][c:25]1[cH:26][c:27]([B:31]([OH:32])[OH:33])[cH:28][cH:29][cH:30]1)([F:34])[F:35]>>[C:1]([CH3:2])(=[O:3])[O:4][CH:5]([CH3:6])[c:7]1[o:8][c:9](-[c:12]2[cH:13][cH:14][c:15]3[c:16]([c:17](-[c:27]4[cH:26][c:25]([O:24][C:23]([F:22])([F:34])[F:35])[cH:30][cH:29][cH:28]4)[cH:18][o:19]3)[cH:21]2)[n:10][n:11]1.